This data is from the Open Reaction Database (ORD), a public repository of structured organic reaction records. The task is: describe an organic reaction: reactants, conditions, products, and yield Reactants: BrC1=NC2=C(C(=NC(=C2)Cl)Cl)N1C[C@@H]1CC[C@H](CC1)C (2-bromo-4,6-dichloro-3-[(trans-4-methylcyclohexyl)methyl]-3H-imidazo[4,5-c]pyridine), C1(=CC=CC=C1)[C@H]1NCCOC1 ((R)-3-phenylmorpholine), [F-].[K+] (potassium fluoride), C(C)(C)N(C(C)C)CC (N,N-diisopropylethylamine). Solvent: C(C)(=O)OCC (ethyl acetate), CS(=O)C (DMSO). Run at temperature 100 celsius. The product is ClC1=NC(=CC2=C1N(C(=N2)N2[C@@H](COCC2)C2=CC=CC=C2)C[C@@H]2CC[C@H](CC2)C)Cl (4,6-dichloro-3-[(trans-4-methylcyclohexyl)methyl]-2-[(3R)-3-phenylmorpholin-4-yl]-3H-imidazo[4,5-c]pyridine). RXN SMILES: Br[C:2]1[N:12]([CH2:13][C@H:14]2[CH2:19][CH2:18][C@H:17]([CH3:20])[CH2:16][CH2:15]2)[C:5]2[C:6]([Cl:11])=[N:7][C:8]([Cl:10])=[CH:9][C:4]=2[N:3]=1.[C:21]1([C@@H:27]2[CH2:32][O:31][CH2:30][CH2:29][NH:28]2)[CH:26]=[CH:25][CH:24]=[CH:23][CH:22]=1.[F-].[K+].C(N(CC)C(C)C)(C)C>C(OCC)(=O)C.CS(C)=O>[Cl:11][C:6]1[C:5]2[N:12]([CH2:13][C@H:14]3[CH2:19][CH2:18][C@H:17]([CH3:20])[CH2:16][CH2:15]3)[C:2]([N:28]3[CH2:29][CH2:30][O:31][CH2:32][C@H:27]3[C:21]3[CH:26]=[CH:25][CH:24]=[CH:23][CH:22]=3)=[N:3][C:4]=2[CH:9]=[C:8]([Cl:10])[N:7]=1 |f:2.3|. Reported procedure: To a vial were added 2-bromo-4,6-dichloro-3-[(trans-4-methylcyclohexyl)methyl]-3H-imidazo[4,5-c]pyridine (3.13 g, 8.30 mmol), (R)-3-phenylmorpholine (purchased from Beyond Pharmatech) (2.71 g, 16.6 mmol), potassium fluoride (2.41 g, 41.5 mmol), DMSO (25.5 mL), and N,N-diisopropylethylamine (7.25 mL, 41.5 mmol). The vial was sealed and heated to 100° C. for 16 hours. The reaction mixture was cooled to room temperature, diluted with ethyl acetate, and washed with water and then brine. The organic ...